This data is from the Open Reaction Database (ORD), a public repository of structured organic reaction records. The task is: describe an organic reaction: reactants, conditions, products, and yield The reactants are FC(C(=O)[O-])(F)F.CC(COC1=CC=CC=C1)[NH+]1[C@H](CCCC1)C(=O)N[C@@H](C)C1=CC=C(C(=O)OC)C=C1 (methyl 4-[(1S)-1-[[(2R)-1-(1-methyl-2-phenoxyethyl)piperidinium-2-carbonyl]amino]ethyl]benzoate trifluoroacetate), crude material, CO (methanol), [OH-].[Na+] (sodium hydroxide). Solvent: C1CCOC1 (THF). Conditions: time 8 hour. Yields the product 2, FC(C(=O)[O-])(F)F.CC(COC1=CC=CC=C1)[NH+]1[C@H](CCCC1)C(=O)N[C@@H](C)C1=CC=C(C(=O)O)C=C1 (4-[(1S)-1-[[(2R)-1-(1-methyl-2-phenoxyethyl)piperidinium-2-carbonyl]amino]ethyl]benzoic acid trifluoroacetate). Yield: 5.0%. Reaction SMILES: [F:1][C:2]([F:7])([F:6])[C:3]([O-:5])=[O:4].[CH3:8][CH:9]([NH+:18]1[CH2:23][CH2:22][CH2:21][CH2:20][C@@H:19]1[C:24]([NH:26][C@H:27]([C:29]1[CH:38]=[CH:37][C:32]([C:33]([O:35]C)=[O:34])=[CH:31][CH:30]=1)[CH3:28])=[O:25])[CH2:10][O:11][C:12]1[CH:17]=[CH:16][CH:15]=[CH:14][CH:13]=1.CO.[OH-].[Na+]>C1COCC1>[F:1][C:2]([F:7])([F:6])[C:3]([O-:5])=[O:4].[CH3:8][CH:9]([NH+:18]1[CH2:23][CH2:22][CH2:21][CH2:20][C@@H:19]1[C:24]([NH:26][C@H:27]([C:29]1[CH:30]=[CH:31][C:32]([C:33]([OH:35])=[O:34])=[CH:37][CH:38]=1)[CH3:28])=[O:25])[CH2:10][O:11][C:12]1[CH:13]=[CH:14][CH:15]=[CH:16][CH:17]=1 |f:0.1,3.4,6.7|. Procedure: Dissolve methyl 4-[(1S)-1-[[(2R)-1-(1-methyl-2-phenoxyethyl)piperidinium-2-carbonyl]amino]ethyl]benzoate trifluoroacetate (24 mg, 0.045 mmol) in THF (226 μL) and treat the mixture with methanol (226 μL) and sodium hydroxide (1 N aqueous solution, 170 μL, 0.17 mmol). Stir the mixture overnight at room temperature, then concentrate under reduced pressure to furnish a gummy solid. Subject the crude material to reverse-phase chromatography on C18 silica gel, eluting with 0.1% TFA in a gradient of 5%... Reactants: ClCCl, COc1ccc(-c2ccc(C(N)=O)cc2)cc1, Clc1nc(Cl)nc(Cl)n1, CN(C)C=O, O. The product is COc1ccc(-c2ccc(C#N)cc2)cc1. Reaction SMILES: [CH2:28]([Cl:29])[Cl:30].[CH3:10][O:11][c:12]1[cH:13][cH:14][c:15](-[c:18]2[cH:19][cH:20][c:21]([C:24](=[O:25])[NH2:26])[cH:22][cH:23]2)[cH:16][cH:17]1.[Cl:1][c:2]1[n:3][c:4]([Cl:5])[n:6][c:7]([Cl:8])[n:9]1.[O:31]=[CH:32][N:33]([CH3:34])[CH3:35].[OH2:27]>>[CH3:10][O:11][c:12]1[cH:13][cH:14][c:15](-[c:18]2[cH:19][cH:20][c:21]([C:24]#[N:26])[cH:22][cH:23]2)[cH:16][cH:17]1. The reactants are Cl (hydrochloric acid), C(CCCCCCCCCCCCCCC)OCC(C=O)OCC1=CC=CC=C1 (3-(hexadecyloxy)-2-(phenylmethoxy)-propanal), C[Mg]Br (methyl magnesium bromide). Conditions: temperature 5 celsius, time 15 minute. As a reaction SMILES: [CH2:1]([O:17][CH2:18][CH:19]([O:22][CH2:23][C:24]1[CH:29]=[CH:28][CH:27]=[CH:26][CH:25]=1)[CH:20]=[O:21])[CH2:2][CH2:3][CH2:4][CH2:5][CH2:6][CH2:7][CH2:8][CH2:9][CH2:10][CH2:11][CH2:12][CH2:13][CH2:14][CH2:15][CH3:16].[CH3:30][Mg]Br.Cl>O1CCCC1.CCOCC>[CH2:1]([O:17][CH2:18][CH:19]([O:22][CH2:23][C:24]1[CH:29]=[CH:28][CH:27]=[CH:26][CH:25]=1)[CH:20]([OH:21])[CH3:30])[CH2:2][CH2:3][CH2:4][CH2:5][CH2:6][CH2:7][CH2:8][CH2:9][CH2:10][CH2:11][CH2:12][CH2:13][CH2:14][CH2:15][CH3:16]. Yields the product C(CCCCCCCCCCCCCCC)OCC(C(C)O)OCC1=CC=CC=C1 (4-(Hexadecyloxy)-3-(phenylmethoxy)-2-butanol). The solvent is O1CCCC1 (tetrahydrofuran), CCOCC (ether). Procedure: To a solution of 10 g of 3-(hexadecyloxy)-2-(phenylmethoxy)-propanal in 120 ml of dry tetrahydrofuran, under argon, at 5° C., was added dropwise 16.4 ml of 3M methyl magnesium bromide in ether at a rate to maintain the temperature below 8° C. The mixture was stirred at 5° C. for 15 minutes, then at room temperature for 3 hours, recooled to 5° C. and 50 ml of 1N hydrochloric acid was added dropwise at a rate to maintain the temperature below 10° C. The organic phase was separated and the aqueous ... As a reaction SMILES: [CH2:1]([C:3]1[CH:4]=[N:5][C:6]([CH3:16])=[C:7]([CH:15]=1)[C:8]([O:10][CH:11]([CH2:13][CH3:14])[CH3:12])=[O:9])[CH3:2].[CH3:17][C@@:18]([C:23]([NH2:25])=[O:24])([CH:20]([CH3:22])[CH3:21])[NH2:19].[S]>ClC1C=CC=CC=1.C(Cl)Cl>[CH2:1]([C:3]1[CH:4]=[N:5][C:6]([C:16]2[NH:25][C:23](=[O:24])[C:18]([CH:20]([CH3:22])[CH3:21])([CH3:17])[N:19]=2)=[C:7]([CH:15]=1)[C:8]([O:10][CH:11]([CH2:13][CH3:14])[CH3:12])=[O:9])[CH3:2] |^3:25|. The yield is 72.4%. Product: C(C)C=1C=NC(=C(C(=O)OC(C)CC)C1)C=1NC(C(N1)(C)C(C)C)=O (sec-Butyl 5-ethyl-2-(4-isopropyl-4-methyl-5-oxo-2-imidazolin-2-yl)nicotinate). The solvent is ClC1=CC=CC=C1 (chlorobenzene), C(Cl)Cl (methylene chloride). Starting materials: C(C)C=1C=NC(=C(C(=O)OC(C)CC)C1)C (sec-butyl 5-ethyl-2-methylnicotinate), C[C@](N)(C(C)C)C(=O)N (a-methylvalinamide), [S] (sulfur). Procedure: A mixture of 2.2 g of sec-butyl 5-ethyl-2-methylnicotinate (10 mmol), 1.3 g of a-methylvalinamide (10 mmol) and 2.0 g of sulfur (62 mmol) in 2.5 g of chlorobenzene (114 wt%) is magnetically stirred at reflux temperatures for 24 hours. The reaction is cooled, diluted with methylene chloride, and filtered to remove unreacted sulfur. The filtrate is chromatographed on silica gel using 2:1 hexane-ethyl acetate as eluant to afford 2.5 g of the title product (72% yield) as a solid; recrystallization f... The reactants are [N+](=O)([O-])C1=CC=C(COC(=O)N2[C@@H](C[C@@H](C2)SC(C)=O)CO)C=C1 ((2S,4S)-1-(p-Nitrobenzyloxycarbonyl)-2-hydroxymethyl-4-acetylthiopyrrolidine), C(C)(=O)OC(C)=O (Acetic anhydride). The solvent is N1=CC=CC=C1 (pyridine), O (water). Reaction conditions: time 5 hour. Product: [N+](=O)([O-])C1=CC=C(COC(=O)N2[C@@H](C[C@@H](C2)SC(C)=O)COC(C)=O)C=C1 ((2S,4S)-1-(p-nitrobenzyloxycarbonyl)-2-acetoxymethyl-4-acetylthiopyrrolidine). RXN SMILES: [N+:1]([C:4]1[CH:24]=[CH:23][C:7]([CH2:8][O:9][C:10]([N:12]2[CH2:16][C@@H:15]([S:17][C:18](=[O:20])[CH3:19])[CH2:14][C@H:13]2[CH2:21][OH:22])=[O:11])=[CH:6][CH:5]=1)([O-:3])=[O:2].[C:25](OC(=O)C)(=[O:27])[CH3:26]>N1C=CC=CC=1.O>[N+:1]([C:4]1[CH:5]=[CH:6][C:7]([CH2:8][O:9][C:10]([N:12]2[CH2:16][C@@H:15]([S:17][C:18](=[O:20])[CH3:19])[CH2:14][C@H:13]2[CH2:21][O:22][C:25](=[O:27])[CH3:26])=[O:11])=[CH:23][CH:24]=1)([O-:3])=[O:2]. Reported procedure: (2S,4S)-1-(p-Nitrobenzyloxycarbonyl)-2-hydroxymethyl-4-acetylthiopyrrolidine (300 mg) was dissolved in 1.5 ml of dry pyridine. Acetic anhydride (1.5 ml) was added thereto. The resulting mixture was stirred at room temperature for 5 hours, diluted with water, extracted with ether, washed successively with brine, dilute hydrochloric acid, brine, a saturated sodium bicarbonate solution and brine, dried over anhydrous sodium sulfate and distilled to obtain (2S,4S)-1-(p-nitrobenzyloxycarbonyl)-2-acet... Reaction conditions: time 1 hour. The reactants are ClC1=CC=C(C=C1)C1(CCN(CC1)CCC=C1CC2=C(OC3=NC=CC=C31)C=CC=C2OCC(=O)OCC)O (4-(4-Chlorophenyl)-1-[3-(5,11-dihydro-7-ethoxycarbonylmethyloxy[1]benzoxepino[2,3-b]pyridin-5-ylidene)propyl]piperidin-4-ol), [OH-].[Na+] (sodium hydroxide). The yield is 91.3%. Procedure details: To a solution of product of example 48 (3.0 g) in methanol (50 ml) was added 1N sodium hydroxide solution (8 ml) and the mixture stirred at room temperature for 1 hour. The reaction mixture was distilled off under reduced pressure. The residue was dissolved with water and neutralized with 1N hydrochloric acid. The precipitation was filtered and washed with water to give the titled compound (2.6 g). As a reaction SMILES: [Cl:1][C:2]1[CH:7]=[CH:6][C:5]([C:8]2([OH:39])[CH2:13][CH2:12][N:11]([CH2:14][CH2:15][CH:16]=[C:17]3[C:27]4[C:22](=[N:23][CH:24]=[CH:25][CH:26]=4)[O:21][C:20]4[CH:28]=[CH:29][CH:30]=[C:31]([O:32][CH2:33][C:34]([O:36]CC)=[O:35])[C:19]=4[CH2:18]3)[CH2:10][CH2:9]2)=[CH:4][CH:3]=1.[OH-].[Na+]>CO>[C:34]([CH2:33][O:32][C:31]1[C:19]2[CH2:18][C:17](=[CH:16][CH2:15][CH2:14][N:11]3[CH2:10][CH2:9][C:8]([C:5]4[CH:6]=[CH:7][C:2]([Cl:1])=[CH:3][CH:4]=4)([OH:39])[CH2:13][CH2:12]3)[C:27]3[C:22]([O:21][C:20]=2[CH:28]=[CH:29][CH:30]=1)=[N:23][CH:24]=[CH:25][CH:26]=3)([OH:36])=[O:35] |f:1.2|. Solvent: CO (methanol). Yields the product C(=O)(O)COC1=CC=CC2=C1CC(C=1C(=NC=CC1)O2)=CCCN2CCC(CC2)(O)C2=CC=C(C=C2)Cl (1-[3-(7-Carboxymethyloxy-5,11-dihydro[1]benzoxepino[2,3-b]pyridin-5-ylidene)propyl]-4-(4-chlorophenyl)piperidin-4-ol).